This data is from the Open Reaction Database (ORD), a public repository of structured organic reaction records. The task is: describe an organic reaction: reactants, conditions, products, and yield Yields the product Cc1nc2c(O)c(CCC(O)c3ccccc3)c(C(=O)N(C)C)cc2n1C. RXN SMILES: [BH4-:28].[CH3:1][N:2]([C:3](=[O:4])[c:5]1[cH:6][c:7]2[c:8]([n:9][c:10]([CH3:13])[n:11]2[CH3:12])[c:14]([OH:26])[c:15]1[CH2:16][CH2:17][C:18]([c:19]1[cH:20][cH:21][cH:22][cH:23][cH:24]1)=[O:25])[CH3:27].[CH3:32][CH2:33][OH:34].[Cl-:30].[NH4+:31].[Na+:29].[OH2:35]>>[CH3:1][N:2]([C:3](=[O:4])[c:5]1[cH:6][c:7]2[c:8]([n:9][c:10]([CH3:13])[n:11]2[CH3:12])[c:14]([OH:26])[c:15]1[CH2:16][CH2:17][CH:18]([c:19]1[cH:20][cH:21][cH:22][cH:23][cH:24]1)[OH:25])[CH3:27]. Starting materials: [BH4-], Cc1nc2c(O)c(CCC(=O)c3ccccc3)c(C(=O)N(C)C)cc2n1C, CCO, [Cl-], [NH4+], [Na+], O. The reactants are Brc1ccc(Cn2ccnc2)cc1, CC(C)Cc1cc(B(O)O)c(S(=O)(=O)NC(C)(C)C)s1, CCO, Cc1ccccc1, CCOC(C)=O, [Na+], [OH-], c1ccc(P(c2ccccc2)(c2ccccc2)[Pd](P(c2ccccc2)(c2ccccc2)c2ccccc2)(P(c2ccccc2)(c2ccccc2)c2ccccc2)P(c2ccccc2)(c2ccccc2)c2ccccc2)cc1. Product: CC(C)Cc1cc(-c2ccc(Cn3ccnc3)cc2)c(S(=O)(=O)NC(C)(C)C)s1. Reaction SMILES: [Br:21][c:22]1[cH:23][cH:24][c:25]([CH2:26][n:27]2[cH:28][n:29][cH:30][cH:31]2)[cH:32][cH:33]1.[CH2:1]([CH:2]([CH3:3])[CH3:4])[c:5]1[cH:6][c:7]([B:18]([OH:19])[OH:20])[c:8]([S:10](=[O:11])(=[O:12])[NH:13][C:14]([CH3:15])([CH3:16])[CH3:17])[s:9]1.[CH3:126][CH2:127][OH:128].[CH3:34][c:35]1[cH:36][cH:37][cH:38][cH:39][cH:40]1.[CH3:43][CH2:44][O:45][C:46]([CH3:47])=[O:48].[Na+:42].[OH-:41].[cH:49]1[cH:50][cH:51][c:52]([P:53]([Pd:54]([P:55]([c:56]2[cH:57][cH:58][cH:59][cH:60][cH:61]2)([c:62]2[cH:63][cH:64][cH:65][cH:66][cH:67]2)[c:68]2[cH:69][cH:70][cH:71][cH:72][cH:73]2)([P:74]([c:75]2[cH:76][cH:77][cH:78][cH:79][cH:80]2)([c:81]2[cH:82][cH:83][cH:84][cH:85][cH:86]2)[c:87]2[cH:88][cH:89][cH:90][cH:91][cH:92]2)[P:93]([c:94]2[cH:95][cH:96][cH:97][cH:98][cH:99]2)([c:100]2[cH:101][cH:102][cH:103][cH:104][cH:105]2)[c:106]2[cH:107][cH:108][cH:109][cH:110][cH:111]2)([c:112]2[cH:113][cH:114][cH:115][cH:116][cH:117]2)[c:118]2[cH:119][cH:120][cH:121][cH:122][cH:123]2)[cH:124][cH:125]1>>[CH2:1]([CH:2]([CH3:3])[CH3:4])[c:5]1[cH:6][c:7](-[c:22]2[cH:23][cH:24][c:25]([CH2:26][n:27]3[cH:28][n:29][cH:30][cH:31]3)[cH:32][cH:33]2)[c:8]([S:10](=[O:11])(=[O:12])[NH:13][C:14]([CH3:15])([CH3:16])[CH3:17])[s:9]1.